This data is from the Open Reaction Database (ORD), a public repository of structured organic reaction records. The task is: describe an organic reaction: reactants, conditions, products, and yield Starting materials: Cc1ccc(S(=O)(=O)n2cc(-c3ccccc3Cl)c(OCc3ccccc3)n2)cc1, CCCC[N+](CCCC)(CCCC)CCCC, [F-], C1CCOC1. Product: Clc1ccccc1-c1c[nH]nc1OCc1ccccc1. RXN SMILES: [CH2:19]([c:20]1[cH:21][cH:22][cH:23][cH:24][cH:25]1)[O:26][c:27]1[n:28][n:29]([S:39]([c:40]2[cH:41][cH:42][c:43]([CH3:44])[cH:45][cH:46]2)(=[O:47])=[O:48])[cH:30][c:31]1-[c:32]1[c:33]([Cl:38])[cH:34][cH:35][cH:36][cH:37]1.[CH3:2][CH2:3][CH2:4][CH2:5][N+:6]([CH2:7][CH2:8][CH2:9][CH3:10])([CH2:11][CH2:12][CH2:13][CH3:14])[CH2:15][CH2:16][CH2:17][CH3:18].[F-:1].[O:49]1[CH2:50][CH2:51][CH2:52][CH2:53]1>>[CH2:19]([c:20]1[cH:21][cH:22][cH:23][cH:24][cH:25]1)[O:26][c:27]1[n:28][nH:29][cH:30][c:31]1-[c:32]1[c:33]([Cl:38])[cH:34][cH:35][cH:36][cH:37]1. The reactants are FC=1C=C(C(=O)Cl)C=CC1F (3,4-difluorobenzoyl chloride), crude mixture. Run in C(C)OCC (ethyl ether). Run at temperature 0 celsius, time 3 hour. Product: FC=1C=C(C=CC1F)C(=O)C1=CC(=C(C=C1)F)F (3,4-difluorophenylketone). As a reaction SMILES: [F:1][C:2]1[CH:3]=[C:4]([CH:8]=[CH:9][C:10]=1[F:11])[C:5](Cl)=[O:6]>C(OCC)C>[F:1][C:2]1[CH:3]=[C:4]([C:5]([C:8]2[CH:4]=[CH:3][C:2]([F:1])=[C:10]([F:11])[CH:9]=2)=[O:6])[CH:8]=[CH:9][C:10]=1[F:11]. Procedure details: A solution of 3,4-difluorobenzoyl chloride (2.206 g, 12.5 mmol) in ethyl ether (20 mL) was cooled to 0° C. and treated with the crude mixture from Example 31 (25 mmol). The reaction was stirred at 0° C. (3 h) and quenched with aqueous ammonium chloride solution. The resulting mixture was stirred at room temperature overnight. The aqueous layer was extracted with two additional portions of ethyl ether and the combined organic extracts were washed with brine, dried over Na2SO4, and concentrated un... Yields the product Cc1c(F)c(N)nc(F)c1F. Reaction SMILES: [CH2:3]([c:4]1[cH:5][cH:6][cH:7][cH:8][cH:9]1)[NH:10][c:11]1[n:12][c:13]([F:20])[c:14]([F:19])[c:15]([CH3:18])[c:16]1[F:17].[CH3:1][OH:2].[CH3:21][C:22](=[O:23])[OH:24]>>[NH2:10][c:11]1[n:12][c:13]([F:20])[c:14]([F:19])[c:15]([CH3:18])[c:16]1[F:17]. Starting materials: Cc1c(F)c(F)nc(NCc2ccccc2)c1F, CO, CC(=O)O. Run at time 5 hour. Procedure details: 2.3 g of the compound (8) and 1.1 g of potassium hydroxide were dissolved in a solution mixture of 14 ml of water and 6 ml of methanol, and reflux was then carried out for 5 hours. The reaction solution was added into 100 ml of water, and the pH was adjusted approximately to 1 with concentrated hydrochloric acid. The waxen matter generated therein was washed with water and was then dried at 40° C. under reduced pressure, to obtain 2.1 g of the compound (9). (Yield: 93%) Solvent: O (water), CO (methanol), O (water). RXN SMILES: [CH2:1]=[CH:2][CH2:3][CH2:4][CH:5]([O:10][CH2:11][CH2:12][CH2:13][CH2:14][CH2:15][CH2:16][CH2:17][CH2:18][CH2:19][CH2:20][O:21][C:22]1[CH:31]=[CH:30][C:25]([C:26]([O:28]C)=[O:27])=[CH:24][CH:23]=1)[CH2:6][CH2:7][CH:8]=[CH2:9].[OH-].[K+].Cl>O.CO>[CH2:9]=[CH:8][CH2:7][CH2:6][CH:5]([O:10][CH2:11][CH2:12][CH2:13][CH2:14][CH2:15][CH2:16][CH2:17][CH2:18][CH2:19][CH2:20][O:21][C:22]1[CH:23]=[CH:24][C:25]([C:26]([OH:28])=[O:27])=[CH:30][CH:31]=1)[CH2:4][CH2:3][CH:2]=[CH2:1] |f:1.2|. Yield: 94.4%. The reactants are C=CCCC(CCC=C)OCCCCCCCCCCOC1=CC=C(C(=O)OC)C=C1 (methyl 4-{10-(1,8-nonadien-5-yloxy)decyloxy}benzoate), [OH-].[K+] (potassium hydroxide), Cl (hydrochloric acid). Product: C=CCCC(CCC=C)OCCCCCCCCCCOC1=CC=C(C(=O)O)C=C1 (4-{10-(1,8-nonadien-5-yloxy)decyloxy}benzoic acid). Starting materials: 28, Cl (hydrogen chloride), C(C)N1C2=C(CC(C3=C1C=CC=C3)C#N)C=CC=C2 (5-ethyl-10,11-dihydro-5H-dibenz[b,f]azepine-10-carbonitrile), solution. The solvent is CCOCC (ether), CCOCC (ether). Product: Cl.C(C)(C)N(CCC1(CC2=C(N(C3=C1C=CC=C3)CC)C=CC=C2)C#N)C(C)C (10-[2-(diisopropylamino)ethyl]-5-ethyl-10,11-dihydro-5 H-dibenz[b,f]azepine-10-carbonitrile hydrochloride). Reaction SMILES: [CH2:1]([N:3]1[C:9]2[CH:10]=[CH:11][CH:12]=[CH:13][C:8]=2[CH:7]([C:14]#[N:15])[CH2:6][C:5]2[CH:16]=[CH:17][CH:18]=[CH:19][C:4]1=2)[CH3:2].[ClH:20]>CCOCC>[ClH:20].[CH:4]([N:3]([CH:9]([CH3:10])[CH3:8])[CH2:1][CH2:2][C:7]1([C:14]#[N:15])[C:8]2[CH:13]=[CH:12][CH:11]=[CH:10][C:9]=2[N:3]([CH2:1][CH3:2])[C:4]2[CH:19]=[CH:18][CH:17]=[CH:16][C:5]=2[CH2:6]1)([CH3:19])[CH3:5] |f:3.4|. Procedure: A solution of 28 parts of 10-[2-diisopropylamino)ethyl]-5-ethyl-10,11-dihydro-5H-dibenz[b,f]azepine-10-carbonitrile in a minimal amount of anhydrous ether is acidified with a 20% solution of hydrogen chloride in anhydrous ether. The white solid which precipitates is filtered off, dried in vacuo at 60°-70°, and then recrystallized from absolute ethanol to give 10-[2-(diisopropylamino)ethyl]-5-ethyl-10,11-dihydro-5 H-dibenz[b,f]azepine-10-carbonitrile hydrochloride melting at 230°-233°. The reactants are C1(=CC=CC=C1)C1(CCNCC1)O (4-phenyl-4-piperidinol), [H-].[Na+] (sodium hydride), FC1=NC=CC=C1 (2-fluoropyridine). Solvent: CS(=O)C (DMSO), CS(=O)C (DMSO). Yields the product C1(=CC=CC=C1)C1(CCNCC1)OC1=NC=CC=C1 (2-(4-Phenyl-4-piperidinyloxy)pyridine). Isolated yield 34.4%. Reaction SMILES: [C:1]1([C:7]2([OH:13])[CH2:12][CH2:11][NH:10][CH2:9][CH2:8]2)[CH:6]=[CH:5][CH:4]=[CH:3][CH:2]=1.[H-].[Na+].F[C:17]1[CH:22]=[CH:21][CH:20]=[CH:19][N:18]=1>CS(C)=O>[C:1]1([C:7]2([O:13][C:17]3[CH:22]=[CH:21][CH:20]=[CH:19][N:18]=3)[CH2:12][CH2:11][NH:10][CH2:9][CH2:8]2)[CH:2]=[CH:3][CH:4]=[CH:5][CH:6]=1 |f:1.2|. Procedure details: A solution of 4-phenyl-4-piperidinol (7.1 g, 40 mM) in dry DMSO (50 ml) was treated with a 50% sodium hydride dispersion (2.0 g, 40 mM) and the mixture warmed to 80°, until a clear solution was obtained. The solution was cooled to room temperature and treated with a solution of 2-fluoropyridine (3.9 g, 40 mM) in DMSO (10 ml). After 24 hours the reaction mixture was poured onto water (250 ml) and extracted with toluene (3×250 ml). After washing with brine, the organic phase was dried (MgSO4) and ... Reactants: C([O-])([O-])=O.[K+].[K+] (potassium carbonate), FC=1C=CC2=C(SC=C2N2CCNCCC2)C1 (1-(6-Fluoro-benzo[b]thiophen-3-yl)-[1,4]diazepane), BrCCCC#N (4-bromobutyronitrile). Solvent: C(C)#N (acetonitrile). Yields the product FC=1C=CC2=C(SC=C2N2CCN(CCC2)CCCC#N)C1 (4-[4-(6-Fluorobenzo[b]thiophen-3-yl)-[1,4]diazapan-1-yl]butyronitrile). The yield is 42.8%. Reaction SMILES: C(=O)([O-])[O-].[K+].[K+].[F:7][C:8]1[CH:9]=[CH:10][C:11]2[C:15]([N:16]3[CH2:22][CH2:21][CH2:20][NH:19][CH2:18][CH2:17]3)=[CH:14][S:13][C:12]=2[CH:23]=1.Br[CH2:25][CH2:26][CH2:27][C:28]#[N:29]>C(#N)C>[F:7][C:8]1[CH:9]=[CH:10][C:11]2[C:15]([N:16]3[CH2:22][CH2:21][CH2:20][N:19]([CH2:25][CH2:26][CH2:27][C:28]#[N:29])[CH2:18][CH2:17]3)=[CH:14][S:13][C:12]=2[CH:23]=1 |f:0.1.2|. Reported procedure: Add potassium carbonate (39.3 g, 284 mmol) to a solution of 1-(6-fluoro-benzo[b]thiophen-3-yl)-[1,4]diazepane (Example 4) (23.7 g, 95 mmol) and 4-bromobutyronitrile (21.0 g, 142 mmol) in acetonitrile (400 mL) and stir the mixture under reflux for 10 h. Filter the mixture, evaporate the solvent, and dissolve the residue in ethyl acetate (EtOAc). Wash with water and saturated sodium chloride solution, and dry the organic phase over MgSO4. Evaporate the solvent under vacuum, and purify the crude pr...